Dataset: the Open Reaction Database (ORD), a public repository of structured organic reaction records. Task: describe an organic reaction: reactants, conditions, products, and yield The reactants are COc1ccc(C(=O)CN2C(=O)c3ccccc3C2=O)cc1, Cc1ccccc1, OCCO, Cc1ccc(S(=O)(=O)O)cc1. Yields the product COc1ccc(C2(CN3C(=O)c4ccccc4C3=O)OCCO2)cc1. Reaction SMILES: [CH3:1][O:2][c:3]1[cH:4][cH:5][c:6]([C:9]([CH2:10][N:11]2[C:12](=[O:21])[c:13]3[cH:14][cH:15][cH:16][cH:17][c:18]3[C:19]2=[O:20])=[O:22])[cH:7][cH:8]1.[CH3:38][c:39]1[cH:40][cH:41][cH:42][cH:43][cH:44]1.[OH:23][CH2:24][CH2:25][OH:26].[c:27]1([CH3:28])[cH:29][cH:30][c:31]([S:32]([OH:33])(=[O:34])=[O:35])[cH:36][cH:37]1>>[CH3:1][O:2][c:3]1[cH:4][cH:5][c:6]([C:9]2([CH2:10][N:11]3[C:12](=[O:21])[c:13]4[cH:14][cH:15][cH:16][cH:17][c:18]4[C:19]3=[O:20])[O:22][CH2:25][CH2:24][O:23]2)[cH:7][cH:8]1. Reactants: BrC=1SC(=CC1)C(=O)OC (2-bromo-5-methoxycarbonylthiophene), FC1=CC=C(C=C1)B(O)O (4-fluorophenylboronic acid), C([O-])([O-])=O.[Na+].[Na+] (sodium carbonate). Reagents/catalysts: C=1C=CC(=CC1)[P](C=2C=CC=CC2)(C=3C=CC=CC3)[Pd]([P](C=4C=CC=CC4)(C=5C=CC=CC5)C=6C=CC=CC6)([P](C=7C=CC=CC7)(C=8C=CC=CC8)C=9C=CC=CC9)[P](C=1C=CC=CC1)(C=1C=CC=CC1)C=1C=CC=CC1 (tetrakis(triphenylphosphine)palladium). Run in ClCCl (dichloromethane), COCCOC (1,2-dimethoxyethane). Conditions: temperature 80 celsius, time 6 hour. The product is COC(=O)C=1SC(=CC1)C1=CC=C(C=C1)F (2-methoxycarbonyl-5-(4-fluorophenyl)thiophene). The yield is 97.8%. Reaction SMILES: Br[C:2]1[S:3][C:4]([C:7]([O:9][CH3:10])=[O:8])=[CH:5][CH:6]=1.[F:11][C:12]1[CH:17]=[CH:16][C:15](B(O)O)=[CH:14][CH:13]=1.C(=O)([O-])[O-].[Na+].[Na+]>COCCOC.ClCCl.C1C=CC([P]([Pd]([P](C2C=CC=CC=2)(C2C=CC=CC=2)C2C=CC=CC=2)([P](C2C=CC=CC=2)(C2C=CC=CC=2)C2C=CC=CC=2)[P](C2C=CC=CC=2)(C2C=CC=CC=2)C2C=CC=CC=2)(C2C=CC=CC=2)C2C=CC=CC=2)=CC=1>[CH3:10][O:9][C:7]([C:4]1[S:3][C:2]([C:15]2[CH:16]=[CH:17][C:12]([F:11])=[CH:13][CH:14]=2)=[CH:6][CH:5]=1)=[O:8] |f:2.3.4,^1:39,41,60,79|. Procedure: To a suspension of 2-bromo-5-methoxycarbonylthiophene (1.11 g), 4-fluorophenylboronic acid (0.91 g) and tetrakis(triphenylphosphine)palladium (289 mg) in 1,2-dimethoxyethane (10 ml) was added aqueous solution of sodium carbonate (2M, 6.5 ml) followed by stirring at 80° C. for 6 hours. The mixture was diluted with dichloromethane and washed with water and brine. The organic layer was dried over magnesium sulfate and evaporated under reduced pressure. The residue was purified by a silica gel colum... The reactants are O=C([O-])O, OC1CCN(Cc2ccccc2)C1, ClCCl, COc1cccc(C(C)N)c1, CCN(C(C)C)C(C)C, ClC(Cl)Cl, [Na+], O=S(=O)(O)C(F)(F)F. The product is COc1cccc(C(C)NC2CCN(Cc3ccccc3)C2)c1. As a reaction SMILES: [C:42](=[O:43])([OH:44])[O-:45].[CH2:1]([c:2]1[cH:3][cH:4][cH:5][cH:6][cH:7]1)[N:8]1[CH2:9][CH:10]([OH:13])[CH2:11][CH2:12]1.[CH2:47]([Cl:48])[Cl:49].[CH3:31][O:32][c:33]1[cH:34][c:35]([CH:39]([CH3:40])[NH2:41])[cH:36][cH:37][cH:38]1.[CH:14]([N:15]([CH:16]([CH3:17])[CH3:18])[CH2:19][CH3:20])([CH3:21])[CH3:22].[CH:50]([Cl:51])([Cl:52])[Cl:53].[Na+:46].[OH:23][S:24]([C:25]([F:26])([F:27])[F:28])(=[O:29])=[O:30]>>[CH2:1]([c:2]1[cH:3][cH:4][cH:5][cH:6][cH:7]1)[N:8]1[CH2:9][CH:10]([NH:41][CH:39]([c:35]2[cH:34][c:33]([O:32][CH3:31])[cH:38][cH:37][cH:36]2)[CH3:40])[CH2:11][CH2:12]1. Reactants: NC1=C(C=CC(=C1)Cl)[N+](=O)[O-] (2-amino-4-chloro-1-nitrobenzene), CN(C=O)C (dimethylformamide), CC1=CC=C(C=C1)S (p-thiocresol), C([O-])([O-])=O.[K+].[K+] (potassium carbonate). Run in O (water). Yields the product NC1=C(C=CC(=C1)SC1=CC=C(C=C1)C)[N+](=O)[O-] (2-amino-4-(p-methylphenylthio)-1-nitrobenzene). RXN SMILES: [NH2:1][C:2]1[CH:7]=[C:6](Cl)[CH:5]=[CH:4][C:3]=1[N+:9]([O-:11])=[O:10].[CH3:12][C:13]1[CH:18]=[CH:17][C:16]([SH:19])=[CH:15][CH:14]=1.C(=O)([O-])[O-].[K+].[K+].CN(C)C=O>O>[NH2:1][C:2]1[CH:7]=[C:6]([S:19][C:16]2[CH:17]=[CH:18][C:13]([CH3:12])=[CH:14][CH:15]=2)[CH:5]=[CH:4][C:3]=1[N+:9]([O-:11])=[O:10] |f:2.3.4|. Procedure details: A mixture of 2.5 g. 2-amino-4-chloro-1-nitrobenzene, 3.6 g. p-thiocresol, 4.2 g. potassium carbonate in 20 ml. dimethylformamide is stirred overnight at room temperature, then poured into water. The crude product, recrystallized from methanol, gives 2-amino-4-(p-methylphenylthio)-1-nitrobenzene. Starting materials: Amide, S1C(=CC=C1)CN (2-thiophenemethylamine), ester, COC(=O)C=1C(=CC=C(C1)C=1SC=C(N1)C1=CC(=C(C=C1)Cl)Cl)C1=CC=C(C=C1)C(=O)O (4-[4-(3,4-dichloro-phenyl)-thiazol-2-yl]-biphenyl-2,4′-dicarboxylic acid 2-methyl ester), COC(=O)C=1C(=CC=C(C1)C=1SC=C(N1)C1=CC(=C(C=C1)Cl)Cl)C1=CC=C(C=C1)C(=O)O (4-[4-(3,4-dichloro-phenyl)-thiazol-2-yl]-biphenyl-2,4′-dicarboxylic acid 2-methyl ester). Yields the product ClC=1C=C(C=CC1Cl)C=1N=C(SC1)C=1C=C(C(=CC1)C1=CC=C(C=C1)C(NCC=1SC=CC1)=O)C(=O)O (4-[4-(3,4-dichloro-phenyl)-thiazol-2-yl]-4′-[(thiophen-2-ylmethyl)-carbamoyl]-biphenyl-2-carboxylic acid). Isolated yield 39.6%. Reaction SMILES: C[O:2][C:3]([C:5]1[C:6]([C:24]2[CH:29]=[CH:28][C:27]([C:30](O)=[O:31])=[CH:26][CH:25]=2)=[CH:7][CH:8]=[C:9]([C:11]2[S:12][CH:13]=[C:14]([C:16]3[CH:21]=[CH:20][C:19]([Cl:22])=[C:18]([Cl:23])[CH:17]=3)[N:15]=2)[CH:10]=1)=[O:4].[S:33]1[CH:37]=[CH:36][CH:35]=[C:34]1[CH2:38][NH2:39]>>[Cl:23][C:18]1[CH:17]=[C:16]([C:14]2[N:15]=[C:11]([C:9]3[CH:10]=[C:5]([C:3]([OH:4])=[O:2])[C:6]([C:24]4[CH:29]=[CH:28][C:27]([C:30](=[O:31])[NH:39][CH2:38][C:34]5[S:33][CH:37]=[CH:36][CH:35]=5)=[CH:26][CH:25]=4)=[CH:7][CH:8]=3)[S:12][CH:13]=2)[CH:21]=[CH:20][C:19]=1[Cl:22]. Reported procedure: Using the conditions of General Procedure E for Amide Coupling in Parallel Mode, 4-[4-(3,4-dichloro-phenyl)-thiazol-2-yl]-biphenyl-2,4′-dicarboxylic acid 2-methyl ester (which may be prepared as described for Intermediate 8; 100 mg, 0.21 mmol) was reacted with 2-thiophenemethylamine (available from Aldrich Chemical Company, Inc.; 70 mg, 0.62 mmol). The resulting ester was hydrolyzed and the acid was purified using HPLC Purification Conditions B to give 4-[4-(3,4-dichloro-phenyl)-thiazol-2-yl]-4′... Reactants: NC1=C(C=C(C=C1)SC#N)[N+](=O)[O-] (1-amino-2-nitro-4-thiocyanatobenzene), CN(C)C=O (DMF), FC(CBr)(F)F (1,1,1-trifluoro-2-bromoethane), CN(C=O)C (dimethylformamide), [BH4-].[Na+] (sodium borohydride). The solvent is O (water). Reaction conditions: temperature 100 celsius, time 1 hour. Product: [N+](=O)([O-])C1=C(N)C=CC(=C1)SCC(F)(F)F (2-Nitro-4-(2,2,2-trifluoroethylthio) aniline). As a reaction SMILES: [NH2:1][C:2]1[CH:7]=[CH:6][C:5]([S:8][C:9]#N)=[CH:4][C:3]=1[N+:11]([O-:13])=[O:12].CN(C)C=O.[BH4-].[Na+].[F:21][C:22]([F:26])([F:25])CBr>O>[N+:11]([C:3]1[CH:4]=[C:5]([S:8][CH2:9][C:22]([F:26])([F:25])[F:21])[CH:6]=[CH:7][C:2]=1[NH2:1])([O-:13])=[O:12] |f:2.3|. Reported procedure: 4.4 G. of 1-amino-2-nitro-4-thiocyanatobenzene in 10 ml. of dimethylformamide is treated under nitrogen with 0.85 g. of sodium borohydride in 10 ml. of DMF at not greater than 30° C. The mixture is stirred at 15° to 20° C for 1 hour, then treated with 5 g. of 1,1,1-trifluoro-2-bromoethane at 20° to 25° C. The mixture is heated to 100° C for 3 hours, cooled and diluted with water. The mixture is extracted with chloroform and the chloroform solution is dried over sodium sulfate. 2-Nitro-4-(2,2,2-t...